describe an organic reaction: reactants, conditions, products, and yield From a dataset of the Open Reaction Database (ORD), a public repository of structured organic reaction records. Reactants: CC1(C)C(C(=O)c2cn(CCCCOCc3ccccc3)c3ccccc23)C1(C)C, CCO. Yields the product CC1(C)C(C(=O)c2cn(CCCCO)c3ccccc23)C1(C)C. As a reaction SMILES: [CH2:1]([c:2]1[cH:3][cH:4][cH:5][cH:6][cH:7]1)[O:8][CH2:9][CH2:10][CH2:11][CH2:12][n:13]1[cH:14][c:15]([C:22](=[O:23])[CH:24]2[C:25]([CH3:29])([CH3:30])[C:26]2([CH3:27])[CH3:28])[c:16]2[cH:17][cH:18][cH:19][cH:20][c:21]12.[CH3:31][CH2:32][OH:33]>>[OH:8][CH2:9][CH2:10][CH2:11][CH2:12][n:13]1[cH:14][c:15]([C:22](=[O:23])[CH:24]2[C:25]([CH3:29])([CH3:30])[C:26]2([CH3:27])[CH3:28])[c:16]2[cH:17][cH:18][cH:19][cH:20][c:21]12. Reactants: F[B-](F)(F)F, [H+], O=N[O-], CC1(C)CC(=O)c2cc(N)ccc21, [Na+], O. Product: CC1(C)CC(=O)c2cc(O)ccc21. As a reaction SMILES: [F:20][B-:21]([F:22])([F:23])[F:24].[H+:19].[N:1](=[O:2])[O-:3].[NH2:5][c:6]1[cH:7][cH:8][c:9]2[c:13]([cH:14]1)[C:12](=[O:15])[CH2:11][C:10]2([CH3:16])[CH3:17].[Na+:4].[OH2:18]>>[OH:2][c:6]1[cH:7][cH:8][c:9]2[c:13]([cH:14]1)[C:12](=[O:15])[CH2:11][C:10]2([CH3:16])[CH3:17]. As a reaction SMILES: [CH2:94]1[O:95][CH2:96][CH2:97][CH2:98]1.[CH3:41][n:42]1[n:43][cH:44][cH:45][c:46]1[CH2:47][CH2:48][O:49][c:50]1[cH:51][cH:52][c:53]([CH:54]2[CH2:55][CH2:56][N:57]([C:58]3=[N:70][n:62]4[c:61]([n:69][n:68][c:63]4[C:64]([F:65])([F:66])[F:67])[CH2:60][CH2:59]3)[CH2:71][CH2:72]2)[cH:73][cH:74]1.[F:15][C:16]([c:17]1[n:18][n:19][c:20]2[n:21]1[n:22][c:23]([N:26]1[CH2:27][CH2:28][N:29]([c:32]3[cH:33][cH:34][c:35]([OH:38])[cH:36][cH:37]3)[CH2:30][CH2:31]1)[cH:24][cH:25]2)([F:39])[F:40].[O:1]=[C:2]([O:3][CH:4]([CH3:5])[CH3:6])[N:7]=[N:8][C:9]([O:10][CH:11]([CH3:12])[CH3:13])=[O:14].[c:75]1([P:76]([c:77]2[cH:78][cH:79][cH:80][cH:81][cH:82]2)[c:83]2[cH:84][cH:85][cH:86][cH:87][cH:88]2)[cH:89][cH:90][cH:91][cH:92][cH:93]1>>[F:15][C:16]([c:17]1[n:18][n:19][c:20]2[n:21]1[n:22][c:23]([N:26]1[CH2:27][CH2:28][N:29]([c:32]3[cH:33][cH:34][c:35]([O:38][CH2:48][CH2:47][c:46]4[n:42]([CH3:41])[n:43][cH:44][cH:45]4)[cH:36][cH:37]3)[CH2:30][CH2:31]1)[cH:24][cH:25]2)([F:39])[F:40]. Reactants: C1CCOC1, Cn1nccc1CCOc1ccc(C2CCN(C3=Nn4c(nnc4C(F)(F)F)CC3)CC2)cc1, Oc1ccc(N2CCN(c3ccc4nnc(C(F)(F)F)n4n3)CC2)cc1, CC(C)OC(=O)N=NC(=O)OC(C)C, c1ccc(P(c2ccccc2)c2ccccc2)cc1. Product: Cn1nccc1CCOc1ccc(N2CCN(c3ccc4nnc(C(F)(F)F)n4n3)CC2)cc1. The reactants are CS(=O)(=O)OC(C)CCCCCCCC (2-methanesulfonyloxydecane), C(C)(C)N(CC)C(C)C (diisopropylethylamine), CC(CCCCCCCCC)O (2-undecanol), CS(=O)(=O)Cl (methanesulfonylchloride). Run in C(Cl)Cl (CH2Cl2). Reaction conditions: time 3.5 hour. The product is CS(=O)(=O)OC(C)CCCCCCCCC (2-methanesulfonyloxyundecane). Isolated yield 95.0%. Reaction SMILES: [CH3:1][S:2]([O:5][CH:6]([CH2:8][CH2:9][CH2:10][CH2:11][CH2:12][CH2:13][CH2:14][CH3:15])[CH3:7])(=[O:4])=[O:3].[CH3:16]C(O)CCCCCCCCC.CS(Cl)(=O)=O.C(N(C(C)C)CC)(C)C>C(Cl)Cl>[CH3:1][S:2]([O:5][CH:6]([CH2:8][CH2:9][CH2:10][CH2:11][CH2:12][CH2:13][CH2:14][CH2:15][CH3:16])[CH3:7])(=[O:4])=[O:3]. Reported procedure: 2-Methanesulfonyloxyundecane was prepared as described for 2-methanesulfonyloxydecane from 2-undecanol (30.0 ml, 144 mmol), methanesulfonylchloride (15.5 ml, 200 mmol) and diisopropylethylamine (30.8 ml, 177 mmol) in dry CH2Cl2 (240 ml). After stirring for 3.5 hrs, the reaction was processed as previously stated but at 4 times the volumes to provide 2-methanesulfonyloxyundecane (31.35 g, 95%). Reactants: BrC(C)C1=CC=C(C(=O)O)C=C1 (4-(1-bromoethyl)benzoic acid), CO (methanol). Run in C1CCOC1 (THF), C1CCOC1 (THF). Reaction conditions: temperature 23 celsius, time 3 hour. Product: BrC(C)C1=CC=C(C(=O)OC)C=C1 (Methyl 4-(1-bromoethyl)benzoate). As a reaction SMILES: [Br:1][CH:2]([C:4]1[CH:12]=[CH:11][C:7]([C:8]([OH:10])=[O:9])=[CH:6][CH:5]=1)[CH3:3].[CH3:13]O>C1COCC1>[Br:1][CH:2]([C:4]1[CH:12]=[CH:11][C:7]([C:8]([O:10][CH3:13])=[O:9])=[CH:6][CH:5]=1)[CH3:3]. Reported procedure: A solution of trimethylsillyldiazomethane in THF (2M, 49.1 mL, 98.3 mmol) was added dropwise to a solution of 4-(1-bromoethyl)benzoic acid (15 g, 66 mmol) in methanol (75 mL) and THF (75 mL) at 0° C. The resulting mixture was stirred at 23° C. for 3 h, then concentrated and partitioned between ethyl acetate and saturated aqueous sodium bicarbonate solution (2×). The combined organic layers were washed with water and brine, dried over anhydrous sodium sulfate, and concentrated to give the title c...